From a dataset of the Open Reaction Database (ORD), a public repository of structured organic reaction records. describe an organic reaction: reactants, conditions, products, and yield Reactants: CN(C)c1ccncc1, ClC(Cl)Cl, [Cl-], N#Cc1ccc(N)cc1, O, Cc1ccc(C(=O)O)cc1. Yields the product Cc1ccc(C(=O)Nc2ccc(C#N)cc2)cc1. RXN SMILES: [CH3:26][N:27]([CH3:28])[c:29]1[cH:30][cH:31][n:32][cH:33][cH:34]1.[CH:22]([Cl:23])([Cl:24])[Cl:25].[Cl-:10].[NH2:1][c:2]1[cH:3][cH:4][c:5]([C:6]#[N:7])[cH:8][cH:9]1.[OH2:21].[c:11]1([CH3:20])[cH:12][cH:13][c:14]([C:17](=[O:18])[OH:19])[cH:15][cH:16]1>>[NH:1]([c:2]1[cH:3][cH:4][c:5]([C:6]#[N:7])[cH:8][cH:9]1)[C:17]([c:14]1[cH:13][cH:12][c:11]([CH3:20])[cH:16][cH:15]1)=[O:18]. Starting materials: OP(=O)([O-])[O-].[Na+].[Na+] (sodium phosphate dibasic), solution, OP(=O)(O)[O-].[Na+] (sodium phosphate monobasic), OP(=O)(O)[O-].[Na+] (sodium phosphate monobasic), OP(=O)([O-])[O-].[Na+].[Na+] (sodium phosphate dibasic), P(=O)([O-])([O-])[O-] (phosphate), OP(=O)(O)[O-].[Na+] (sodium phosphate monobasic). Run in O (water), O (water). The product is solution, OP(=O)([O-])[O-].[Na+].[Na+] (sodium phosphate dibasic), P(=O)([O-])([O-])[O-].[Na+].[Na+].[Na+] (sodium phosphate). Reaction SMILES: [P:1]([O-:5])([O-:4])([O-:3])=[O:2].[OH:6][P:7]([O-:10])([OH:9])=[O:8].[Na+:11].OP([O-])([O-])=O.[Na+].[Na+]>O>[OH:3][P:1]([O-:5])([O-:4])=[O:2].[Na+:11].[Na+:11].[P:7]([O-:10])([O-:9])([O-:8])=[O:6].[Na+:11].[Na+:11].[Na+:11] |f:1.2,3.4.5,7.8.9,10.11.12.13|. Procedure: Stock solutions for phosphate buffers were prepared as follows: 0.5 M solution of sodium phosphate monobasic (FW=119.96) was made by dissolving 59.98 g sodium phosphate monobasic in a final volume of 1 L of water. 0.5 M solution of sodium phosphate dibasic (FW=141.96) was prepared by dissolving 70.98 g sodium phosphate dibasic in a final volume of 1 L of water. A stock of 0.5 M sodium phosphate buffer was prepared by mixing 0.5 M sodium phosphate monobasic and 0.5 M sodium phosphate dibasic whil... Reactants: FC(C(=O)N1C2CC(CC1CC2)=C2C1=CC=CC=C1OC=1C(=CC=CC21)OS(=O)(=O)C(F)(F)F)(F)F (trifluoromethanesulfonic acid 9-[8-(2,2,2-trifluoroacetyl)-8-aza-bicyclo[3.2.1]oct-3ylidene]-9H-xanthen-4-yl ester), C=1C=CC(=CC1)P(C=2C=CC=CC2)C3=CC=C4C=CC=CC4=C3C5=C6C=CC=CC6=CC=C5P(C=7C=CC=CC7)C=8C=CC=CC8 (BINAP), C(C1=CC=CC=C1)(C1=CC=CC=C1)=N (benzophenone imine), C([O-])([O-])=O.[Cs+].[Cs+] (cesium carbonate). The reagents and catalysts are [Pd] (palladium), C(C)(=O)[O-].[Pd+2].C(C)(=O)[O-] (palladium acetate). Run in C1CCOC1 (THF). Yields the product C(C1=CC=CC=C1)(C1=CC=CC=C1)=NC1=CC=CC=2C(C3=CC=CC=C3OC12)=C1CC2CCC(C1)N2C(C(F)(F)F)=O (1-{3-[4-(Benzhydrylidene-amino)-xanthen-9-ylidene]-8-aza-bicyclo[3.2.1]oct-8-yl}-2,2,2-trifluoroethanone). As a reaction SMILES: [F:1][C:2]([F:36])([F:35])[C:3]([N:5]1[CH:10]2[CH2:11][CH2:12][CH:6]1[CH2:7][C:8](=[C:13]1[C:26]3[CH:25]=[CH:24][CH:23]=[C:22](OS(C(F)(F)F)(=O)=O)[C:21]=3[O:20][C:19]3[C:14]1=[CH:15][CH:16]=[CH:17][CH:18]=3)[CH2:9]2)=[O:4].C1C=CC(P(C2C(C3C(P(C4C=CC=CC=4)C4C=CC=CC=4)=CC=C4C=3C=CC=C4)=C3C(C=CC=C3)=CC=2)C2C=CC=CC=2)=CC=1.[C:83](=[NH:96])([C:90]1[CH:95]=[CH:94][CH:93]=[CH:92][CH:91]=1)[C:84]1[CH:89]=[CH:88][CH:87]=[CH:86][CH:85]=1.C(=O)([O-])[O-].[Cs+].[Cs+]>C1COCC1.[Pd].C([O-])(=O)C.[Pd+2].C([O-])(=O)C>[C:83](=[N:96][C:22]1[C:21]2[O:20][C:19]3[C:14](=[CH:15][CH:16]=[CH:17][CH:18]=3)[C:13](=[C:8]3[CH2:9][CH:10]4[N:5]([C:3](=[O:4])[C:2]([F:1])([F:35])[F:36])[CH:6]([CH2:12][CH2:11]4)[CH2:7]3)[C:26]=2[CH:25]=[CH:24][CH:23]=1)([C:90]1[CH:91]=[CH:92][CH:93]=[CH:94][CH:95]=1)[C:84]1[CH:89]=[CH:88][CH:87]=[CH:86][CH:85]=1 |f:3.4.5,8.9.10|. Procedure details: A solution of trifluoromethanesulfonic acid 9-[8-(2,2,2-trifluoroacetyl)-8-aza-bicyclo[3.2.1]oct-3ylidene]-9H-xanthen-4-yl ester in THF (0.1 to 1 M solution) may be treated with a catalytic amount of a palladium catalyst such as palladium acetate (0.01 to 0.05 equiv), BINAP (0.01 to 0.05 equiv), benzophenone imine (1.05 to 1.5 equiv), and cesium carbonate (1.2 to 2 equiv) under an argon atmosphere. The mixture may be heated to reflux for a period of 10 to 24 hr. After removal of the solvent via ... Reactants: N1C(=NC=C1)/N=C/C1=CC=CC=C1 ((1H-imidazol-2-yl)-[1-phenyl-meth-(E)-ylidene]-amine), C(C)[Mg]Br (ethylmagnesium bromide). Reagents/catalysts: [O-]S(=O)(=O)C(F)(F)F.[Sc+3].[O-]S(=O)(=O)C(F)(F)F.[O-]S(=O)(=O)C(F)(F)F (scandium triflate). The solvent is C1(=CC=CC=C1)C (toluene). Run at time 2 hour. Yields the product N1C(=NC=C1)NC(CC)C1=CC=CC=C1 ((RS)-(1H-Imidazol-2-yl)-(1-phenyl-propyl)-amine). Yield: 20.4%. As a reaction SMILES: [NH:1]1[CH:5]=[CH:4][N:3]=[C:2]1/[N:6]=[CH:7]/[C:8]1[CH:13]=[CH:12][CH:11]=[CH:10][CH:9]=1.[CH2:14]([Mg]Br)[CH3:15]>C1(C)C=CC=CC=1.[O-]S(C(F)(F)F)(=O)=O.[Sc+3].[O-]S(C(F)(F)F)(=O)=O.[O-]S(C(F)(F)F)(=O)=O>[NH:1]1[CH:5]=[CH:4][N:3]=[C:2]1[NH:6][CH:7]([C:8]1[CH:9]=[CH:10][CH:11]=[CH:12][CH:13]=1)[CH2:14][CH3:15] |f:3.4.5.6|. Procedure: To a solution of (1H-imidazol-2-yl)-[1-phenyl-meth-(E)-ylidene]-amine (0.19 ml, 1.63 mmol) in toluene (6 ml) was added scandium triflate (59 mg, 0.12 mmol). An ethereal solution of ethylmagnesium bromide (0.97 ml, 3 M, 2.91 mmol) was then added dropwise and the reaction mixture was stirred at room temperature for 2 hours and then quenched by the addition of saturated aqueous ammonium chloride solution. The mixture was extracted twice with ether and the organic phases were dried over sodium sulfa... Reactants: CNC1=NS(N=C1NCCS)(=O)=O (3-Methylamino-4-(2-mercaptoethylamino)-1,2,5-thiadiazole 1,1-dioxide), CN(C)CC=1SC=C(N1)CO (2-dimethylaminomethyl-4-hydroxymethylthiazole). The solvent is Cl (hydrochloric acid). The product is CN(C)CC=1SC=C(N1)CSCCNC1=NS(N=C1NC)(=O)=O (3-{2-[(2-Dimethylaminomethyl-4-thiazolyl)methylthio]ethylamino}-4-methylamino-1,2,5-thiadiazole 1,1-dioxide). As a reaction SMILES: [CH3:1][NH:2][C:3]1[C:7]([NH:8][CH2:9][CH2:10][SH:11])=[N:6][S:5](=[O:13])(=[O:12])[N:4]=1.[CH3:14][N:15]([CH2:17][C:18]1[S:19][CH:20]=[C:21]([CH2:23]O)[N:22]=1)[CH3:16]>Cl>[CH3:14][N:15]([CH2:17][C:18]1[S:19][CH:20]=[C:21]([CH2:23][S:11][CH2:10][CH2:9][NH:8][C:7]2[C:3]([NH:2][CH3:1])=[N:4][S:5](=[O:13])(=[O:12])[N:6]=2)[N:22]=1)[CH3:16]. Procedure details: Reaction of 3-methylamino-4-(2-mercaptoethylamino)-1,2,5-thiadiazole 1,1-dioxide [prepared in Example 25, Step A] with about one equivalent of 2-dimethylaminomethyl-4-hydroxymethylthiazole [prepared in Example 34, Step D] in concentrated hydrochloric acid, and then made basic and worked up, produces the title compound which is identical to the product prepared in Example 33. Starting materials: N#Cc1ccc(Br)cc1F, O=C([O-])[O-], COc1ccc(B(O)O)cc1, CCO, [Na+], [Na+], [Na+], [OH-], c1ccccc1, c1ccc(P(c2ccccc2)(c2ccccc2)[Pd](P(c2ccccc2)(c2ccccc2)c2ccccc2)(P(c2ccccc2)(c2ccccc2)c2ccccc2)P(c2ccccc2)(c2ccccc2)c2ccccc2)cc1. The product is COc1ccc(-c2ccc(C#N)c(F)c2)cc1. As a reaction SMILES: [Br:12][c:13]1[cH:14][c:15]([F:21])[c:16]([C:17]#[N:18])[cH:19][cH:20]1.[C:22](=[O:23])([O-:24])[O-:25].[CH3:1][O:2][c:3]1[cH:4][cH:5][c:6]([B:9]([OH:10])[OH:11])[cH:7][cH:8]1.[CH3:30][CH2:31][OH:32].[Na+:26].[Na+:27].[Na+:29].[OH-:28].[cH:33]1[cH:34][cH:35][cH:36][cH:37][cH:38]1.[cH:39]1[cH:40][cH:41][c:42]([P:43]([Pd:44]([P:45]([c:46]2[cH:47][cH:48][cH:49][cH:50][cH:51]2)([c:52]2[cH:53][cH:54][cH:55][cH:56][cH:57]2)[c:58]2[cH:59][cH:60][cH:61][cH:62][cH:63]2)([P:64]([c:65]2[cH:66][cH:67][cH:68][cH:69][cH:70]2)([c:71]2[cH:72][cH:73][cH:74][cH:75][cH:76]2)[c:77]2[cH:78][cH:79][cH:80][cH:81][cH:82]2)[P:83]([c:84]2[cH:85][cH:86][cH:87][cH:88][cH:89]2)([c:90]2[cH:91][cH:92][cH:93][cH:94][cH:95]2)[c:96]2[cH:97][cH:98][cH:99][cH:100][cH:101]2)([c:102]2[cH:103][cH:104][cH:105][cH:106][cH:107]2)[c:108]2[cH:109][cH:110][cH:111][cH:112][cH:113]2)[cH:114][cH:115]1>>[CH3:1][O:2][c:3]1[cH:4][cH:5][c:6](-[c:13]2[cH:14][c:15]([F:21])[c:16]([C:17]#[N:18])[cH:19][cH:20]2)[cH:7][cH:8]1.